Dataset: the Open Reaction Database (ORD), a public repository of structured organic reaction records. Task: describe an organic reaction: reactants, conditions, products, and yield The reactants are C#C[Si](C)(C)C, Ic1ccc(OC2CN3CCC2CC3)cc1, CN(C)C=O, c1ccc(P(c2ccccc2)(c2ccccc2)[Pd](P(c2ccccc2)(c2ccccc2)c2ccccc2)(P(c2ccccc2)(c2ccccc2)c2ccccc2)P(c2ccccc2)(c2ccccc2)c2ccccc2)cc1. Yields the product C#Cc1ccc(OC2CN3CCC2CC3)cc1. As a reaction SMILES: [CH3:17][Si:18]([CH3:19])([CH3:20])[C:21]#[CH:22].[I:1][c:2]1[cH:3][cH:4][c:5]([O:6][CH:7]2[CH2:8][N:9]3[CH2:10][CH2:11][CH:12]2[CH2:13][CH2:14]3)[cH:15][cH:16]1.[O:23]=[CH:24][N:25]([CH3:26])[CH3:27].[cH:28]1[cH:29][cH:30][c:31]([P:32]([Pd:33]([P:34]([c:35]2[cH:36][cH:37][cH:38][cH:39][cH:40]2)([c:41]2[cH:42][cH:43][cH:44][cH:45][cH:46]2)[c:47]2[cH:48][cH:49][cH:50][cH:51][cH:52]2)([P:53]([c:54]2[cH:55][cH:56][cH:57][cH:58][cH:59]2)([c:60]2[cH:61][cH:62][cH:63][cH:64][cH:65]2)[c:66]2[cH:67][cH:68][cH:69][cH:70][cH:71]2)[P:72]([c:73]2[cH:74][cH:75][cH:76][cH:77][cH:78]2)([c:79]2[cH:80][cH:81][cH:82][cH:83][cH:84]2)[c:85]2[cH:86][cH:87][cH:88][cH:89][cH:90]2)([c:91]2[cH:92][cH:93][cH:94][cH:95][cH:96]2)[c:97]2[cH:98][cH:99][cH:100][cH:101][cH:102]2)[cH:103][cH:104]1>>[c:2]1([C:21]#[CH:22])[cH:3][cH:4][c:5]([O:6][CH:7]2[CH2:8][N:9]3[CH2:10][CH2:11][CH:12]2[CH2:13][CH2:14]3)[cH:15][cH:16]1.